Dataset: the Open Reaction Database (ORD), a public repository of structured organic reaction records. Task: describe an organic reaction: reactants, conditions, products, and yield Reported procedure: Freshly prepared methyl magnesium iodide in ether (1M, 32 mL), was added through a canula to 5-methoxyadamantan-2-one (3.0 g, 16 mmol) in THF (32 mL) at 0° C. After stirring the mixture at 0° C. for 0.5 h, the reaction mixture was quenched by adding saturated aq. NH4Cl solution. The organic layer was separated and the aqueous layer was extracted with diethyl ether. The combined organic layer was washed with water and brine, dried over anhydrous Na2SO4, and the solvent was evaporated under reduce... Run at temperature 0 celsius, time 0.5 hour. The product is COC12CC3C(C(CC(C1)C3)C2)(O)C (5-methoxy-2-methyladamantan-2-ol). The solvent is CCOCC (ether), C1CCOC1 (THF). Reaction SMILES: [CH3:1][Mg]I.[CH3:4][O:5][C:6]12[CH2:15][CH:10]3[CH2:11][CH:12]([CH2:14][CH:8]([C:9]3=[O:16])[CH2:7]1)[CH2:13]2>CCOCC.C1COCC1>[CH3:4][O:5][C:6]12[CH2:7][CH:8]3[CH2:14][CH:12]([CH2:11][CH:10]([C:9]3([CH3:1])[OH:16])[CH2:15]1)[CH2:13]2. Starting materials: C[Mg]I (methyl magnesium iodide), COC12CC3C(C(CC(C1)C3)C2)=O (5-methoxyadamantan-2-one). Reactants: OCC(C(=O)N)C1=CN=C(S1)NC(=O)NC1=CC(=CC=C1)C(F)(F)F (3-hydroxy-2-{2-[3-(3-trifluoromethyl-phenyl)-ureido]-thiazol-5-yl}-propionamide), [H-].[H-].[H-].[H-].[Li+].[Al+3] (LAH). The solvent is C1CCOC1 (THF). Reaction conditions: temperature 50 celsius. The product is NCC(CO)C1=CN=C(S1)NC(=O)NC1=CC(=CC=C1)C(F)(F)F (1-[5-(2-amino-1-hydroxymethyl-ethyl)-thiazol-2-yl]-3-(3-trifluoromethyl-phenyl)-urea). RXN SMILES: [OH:1][CH2:2][CH:3]([C:7]1[S:11][C:10]([NH:12][C:13]([NH:15][C:16]2[CH:21]=[CH:20][CH:19]=[C:18]([C:22]([F:25])([F:24])[F:23])[CH:17]=2)=[O:14])=[N:9][CH:8]=1)[C:4]([NH2:6])=O.[H-].[H-].[H-].[H-].[Li+].[Al+3]>C1COCC1>[NH2:6][CH2:4][CH:3]([C:7]1[S:11][C:10]([NH:12][C:13]([NH:15][C:16]2[CH:21]=[CH:20][CH:19]=[C:18]([C:22]([F:24])([F:25])[F:23])[CH:17]=2)=[O:14])=[N:9][CH:8]=1)[CH2:2][OH:1] |f:1.2.3.4.5.6|. Procedure details: To a solution of compound 74.1 (0.08 mmol) in THF (1.0 mL) is added LAH (0.24 mL of 1.0 M solution in THF) and the reaction mixture is heated at 50° C. for 4 hours. The reaction is quenched with the dropwise addition of saturated NH4Cl, the volatiles are removed under reduced pressure and then extracted with EtOAc. The combined organic layers are filtered and concentrated to provide 1-[5-(2-amino-1-hydroxymethyl-ethyl)-thiazol-2-yl]-3-(3-trifluoromethyl-phenyl)-urea (compound 74.2) of sufficient... Reactants: C(CCCC)OC1=CC=C(C(=O)Cl)C=C1 (4-(n-pentyloxy)benzoyl chloride), C=1C=CN2C1CNC1=C(C2)C=CC=C1 (10,11-dihydro-5H-pyrrolo[2,1-c][1,4]benzodiazepine). The product is CCCCCOC1=CC=C(C(=O)N2CC=3N(CC4=C2C=CC=C4)C=CC3)C=C1 (10,11-Dihydro-10-(4-(5-pentyloxy)benzoyl)-5H-pyrrolo[2,1-c][1,4]benzodiazepine). Reaction SMILES: [CH2:1]([O:6][C:7]1[CH:15]=[CH:14][C:10]([C:11](Cl)=[O:12])=[CH:9][CH:8]=1)[CH2:2][CH2:3][CH2:4][CH3:5].[CH:16]1[CH:17]=[CH:18][N:19]2[CH2:25][C:24]3[CH:26]=[CH:27][CH:28]=[CH:29][C:23]=3[NH:22][CH2:21][C:20]=12>>[CH3:5][CH2:4][CH2:3][CH2:2][CH2:1][O:6][C:7]1[CH:15]=[CH:14][C:10]([C:11]([N:22]2[C:23]3[CH:29]=[CH:28][CH:27]=[CH:26][C:24]=3[CH2:25][N:19]3[CH:18]=[CH:17][CH:16]=[C:20]3[CH2:21]2)=[O:12])=[CH:9][CH:8]=1. Procedure: As described for Example 343 4-(n-pentyloxy)benzoyl chloride is reacted with 10,11-dihydro-5H-pyrrolo[2,1-c][1,4]benzodiazepine to the desired product as a solid:mass spectrum (CI), 375(MH+). Reactants: OC1=CC=C(C=C)C=C1 (4-hydroxystyrene), COC(=C)C (2-methoxypropene), C1(=CC=C(C=C1)S(=O)(=O)O)C (p-toluenesulfonic acid), N1=CC=CC=C1 (pyridine). Run in C(C)OCC (diethyl ether), O1CCOCC1 (dioxane). Conditions: temperature 10 celsius, time 20 hour. Yields the product C(=C)C1=CC=C(OC(C)(C)OC)C=C1 (2-(4-vinylphenoxy)-2-methoxypropane). RXN SMILES: [OH:1][C:2]1[CH:9]=[CH:8][C:5]([CH:6]=[CH2:7])=[CH:4][CH:3]=1.[CH3:10][O:11][C:12]([CH3:14])=[CH2:13].C1(C)C=CC(S(O)(=O)=O)=CC=1.N1C=CC=CC=1>C(OCC)C.O1CCOCC1>[CH:6]([C:5]1[CH:8]=[CH:9][C:2]([O:1][C:12]([O:11][CH3:10])([CH3:14])[CH3:13])=[CH:3][CH:4]=1)=[CH2:7]. Reported procedure: 72.1 g (600 mmol) of 4-hydroxystyrene are dissolved in a mixture of 300 ml of diethyl ether and 150 ml of dioxane under a nitrogen atmosphere in a 1500 ml sulfonation flask. 216.3 g (3000 mmol) of 2-methoxypropene are added, and the mixture is cooled to 10° C. 1,48 g (7.8 mmol) of p-toluenesulfonic acid in 28.5 g (360 mmol) of pyridine are then added dropwise in the course of 20 minutes, and the mixture is stirred at room temperature for 20 hours. The reaction mixture is washed three times with ... Starting materials: N1=CC(=CC=C1)CC=1C=NC=CC1 (3-(pyridine-3-ylmethyl)pyridine), [Li+].CC(C)[N-]C(C)C (LDA), BrC1=NC(=CC=C1)C(C1=CC=C(C=C1)F)Cl (2-bromo-6-[chloro(4-fluorophenyl)methyl]pyridine). The solvent is C1CCOC1 (THF). Reaction conditions: temperature -78 celsius, time 1 hour. Product: BrC1=NC(=CC=C1)C(C(C=1C=NC=CC1)C=1C=NC=CC1)C1=CC=C(C=C1)F (2-bromo-6-[1-(4-fluorophenyl)-2,2-dipyridin-3-ylethyl]pyridine). As a reaction SMILES: [N:1]1[CH:6]=[CH:5][CH:4]=[C:3]([CH2:7][C:8]2[CH:9]=[N:10][CH:11]=[CH:12][CH:13]=2)[CH:2]=1.[Li+].CC([N-]C(C)C)C.[Br:22][C:23]1[CH:28]=[CH:27][CH:26]=[C:25]([CH:29](Cl)[C:30]2[CH:35]=[CH:34][C:33]([F:36])=[CH:32][CH:31]=2)[N:24]=1>C1COCC1>[Br:22][C:23]1[CH:28]=[CH:27][CH:26]=[C:25]([CH:29]([C:30]2[CH:35]=[CH:34][C:33]([F:36])=[CH:32][CH:31]=2)[CH:7]([C:8]2[CH:9]=[N:10][CH:11]=[CH:12][CH:13]=2)[C:3]2[CH:2]=[N:1][CH:6]=[CH:5][CH:4]=2)[N:24]=1 |f:1.2|. Procedure details: To a solution of 3-(pyridine-3-ylmethyl)pyridine (2.5 g, 14.69 mmol) in anhydrous THF (75 mL) under N2. The mixture was cooled to −78° C. and LDA (12.24 mL, 1.8 M) was added dropwise. The mixture was stirred @ −78° C. for 1 hr and 2-bromo-6-[chloro(4-fluorophenyl)methyl]pyridine (4.64 g, 15.42 mmol) was added. The mixture was warmed to 0° C. and stirred for 2 hr. The reaction was quenched with saturated aqueous NH4Cl and extracted 3× with EtOAc. The combined organics were dried (anhd. Na2SO4) fi... Reactants: Cc1ccc(N=C=O)cc1, Nc1ccc(Oc2ccc(-c3c[nH]c(COc4ccccc4)n3)cc2)cc1, C1CCOC1. Yields the product Cc1ccc(NC(=O)Nc2ccc(Oc3ccc(-c4c[nH]c(COc5ccccc5)n4)cc3)cc2)cc1. Reaction SMILES: [CH3:28][c:29]1[cH:30][cH:31][c:32]([N:35]=[C:36]=[O:37])[cH:33][cH:34]1.[O:1]([c:2]1[cH:3][cH:4][cH:5][cH:6][cH:7]1)[CH2:8][c:9]1[nH:10][cH:11][c:12](-[c:14]2[cH:15][cH:16][c:17]([O:18][c:19]3[cH:20][cH:21][c:22]([NH2:23])[cH:24][cH:25]3)[cH:26][cH:27]2)[n:13]1.[O:38]1[CH2:39][CH2:40][CH2:41][CH2:42]1>>[O:1]([c:2]1[cH:3][cH:4][cH:5][cH:6][cH:7]1)[CH2:8][c:9]1[nH:10][cH:11][c:12](-[c:14]2[cH:15][cH:16][c:17]([O:18][c:19]3[cH:20][cH:21][c:22]([NH:23][C:36]([NH:35][c:32]4[cH:31][cH:30][c:29]([CH3:28])[cH:34][cH:33]4)=[O:37])[cH:24][cH:25]3)[cH:26][cH:27]2)[n:13]1. The reactants are [OH-].[Na+] (sodium hydroxide), COC(=O)C1=CN=C(N1CC1=CC(=CC(=C1)F)F)S (1-(3,5-difluorobenzyl)-2-mercaptoimidazole-5-carboxylic acid methyl ester), Cl (hydrochloric acid). The solvent is O (water). Conditions: time 2 hour. Yields the product FC=1C=C(CN2C(=NC=C2C(=O)O)S)C=C(C1)F (1-(3,5-difluorobenzyl)-2-mercaptoimidazole-5-carboxylic acid). As a reaction SMILES: [OH-].[Na+].C[O:4][C:5]([C:7]1[N:11]([CH2:12][C:13]2[CH:18]=[C:17]([F:19])[CH:16]=[C:15]([F:20])[CH:14]=2)[C:10]([SH:21])=[N:9][CH:8]=1)=[O:6].Cl>O>[F:20][C:15]1[CH:14]=[C:13]([CH:18]=[C:17]([F:19])[CH:16]=1)[CH2:12][N:11]1[C:7]([C:5]([OH:6])=[O:4])=[CH:8][N:9]=[C:10]1[SH:21] |f:0.1|. Procedure details: A solution of sodium hydroxide (2.70 g, 0.674 mole) in water (110 ml) was added to 1-(3,5-difluorobenzyl)-2-mercaptoimidazole-5-carboxylic acid methyl ester prepared as above (6.39 g, 0.0225 mole) and the resulting solution was stirred for 2 hours. The solution was cooled in ice, acidified to pH 2 with 3N hydrochloric acid, and the product was filtered and dried. The product was recrystallized from ethanol-water and dried to give 1-(3,5-difluorobenzyl)-2-mercaptoimidazole-5-carboxylic acid, m.p....